The task is: describe an organic reaction: reactants, conditions, products, and yield. This data is from the Open Reaction Database (ORD), a public repository of structured organic reaction records. The reactants are CCNC(=O)NC1CCNCC1, CCSC1=NC(=O)C(=Cc2ccc3c(cnn3Cc3ccc(C(F)(F)F)cc3C(F)(F)F)c2)S1. The product is CCNC(=O)NC1CCN(C2=NC(=O)C(=Cc3ccc4c(cnn4Cc4ccc(C(F)(F)F)cc4C(F)(F)F)c3)S2)CC1. Reaction SMILES: [CH2:35]([CH3:36])[NH:37][C:38](=[O:39])[NH:40][CH:41]1[CH2:42][CH2:43][NH:44][CH2:45][CH2:46]1.[F:1][C:2]([c:3]1[c:4]([CH2:5][n:6]2[n:7][cH:8][c:9]3[cH:10][c:11]([CH:15]=[C:16]4[C:17](=[O:24])[N:18]=[C:19]([S:21][CH2:22][CH3:23])[S:20]4)[cH:12][cH:13][c:14]23)[cH:25][cH:26][c:27]([C:29]([F:30])([F:31])[F:32])[cH:28]1)([F:33])[F:34]>>[F:1][C:2]([c:3]1[c:4]([CH2:5][n:6]2[n:7][cH:8][c:9]3[cH:10][c:11]([CH:15]=[C:16]4[C:17](=[O:24])[N:18]=[C:19]([N:44]5[CH2:43][CH2:42][CH:41]([NH:40][C:38]([NH:37][CH2:35][CH3:36])=[O:39])[CH2:46][CH2:45]5)[S:20]4)[cH:12][cH:13][c:14]23)[cH:25][cH:26][c:27]([C:29]([F:30])([F:31])[F:32])[cH:28]1)([F:33])[F:34]. Reactants: C1CNCCN1, COc1ccc2c(c1)CCCC2N, CN(C)C=O, CC#N, CCN(C(C)C)C(C)C, CS(=O)(=O)c1ccc(F)cc1F, COc1ccc2c(c1)CCCC2Nc1cc(F)ccc1S(C)(=O)=O, O. Product: COc1ccc2c(c1)CCCC2Nc1cc(N2CCNCC2)ccc1S(C)(=O)=O. Reaction SMILES: [CH2:59]1[CH2:60][NH:61][CH2:62][CH2:63][NH:64]1.[CH3:1][O:2][c:3]1[cH:4][c:5]2[c:6]([cH:7][cH:8]1)[CH:9]([NH2:10])[CH2:11][CH2:12][CH2:13]2.[CH3:65][N:66]([CH3:67])[CH:68]=[O:69].[CH3:70][C:71]#[N:72].[CH:26]([N:27]([CH:28]([CH3:29])[CH3:30])[CH2:31][CH3:32])([CH3:33])[CH3:34].[F:14][c:15]1[cH:16][c:17]([F:18])[cH:19][cH:20][c:21]1[S:22]([CH3:23])(=[O:24])=[O:25].[F:35][c:36]1[cH:37][cH:38][c:39]([S:55](=[O:56])(=[O:57])[CH3:58])[c:40]([NH:42][CH:43]2[CH2:44][CH2:45][CH2:46][c:47]3[cH:48][c:49]([O:53][CH3:54])[cH:50][cH:51][c:52]32)[cH:41]1.[OH2:73]>>[c:36]1([N:61]2[CH2:60][CH2:59][NH:64][CH2:63][CH2:62]2)[cH:37][cH:38][c:39]([S:55](=[O:56])(=[O:57])[CH3:58])[c:40]([NH:42][CH:43]2[CH2:44][CH2:45][CH2:46][c:47]3[cH:48][c:49]([O:53][CH3:54])[cH:50][cH:51][c:52]32)[cH:41]1. Reactants: C(=O)(OCC1=CC=CC=C1)N[C@@H](CC(C)C)C(=O)O (N-carbobenzyloxy-L-leucine), Cl.CN(CCCN=C=NCC)C (1-(3-dimethylaminopropyl)-3-ethylcarbodiimide hydrochloride), ON1N=NC2=C1C=CC=C2 (1-hydroxybenzotriazole), C(C)(C)(C)OC([C@@H](N)CC1=CC=C(C=C1)O)=O (L-tyrosine tert-butyl ester). Run in C(C)#N (acetonitrile). Conditions: temperature 20 celsius, time 30 minute. The product is C(C1=CC=CC=C1)OC(=O)N[C@H](C(=O)N[C@H](C(=O)OC(C)(C)C)CC1=CC=C(C=C1)O)CC(C)C (Tert-butyl (2S)-2-[((2S)-2-{[(benzyloxy)carbonyl]amino}-4-methylpentanoyl)amino]-3-(4-hydroxyphenyl)propanoate). Yield: 95.5%. Reaction SMILES: [C:1]([NH:11][C@H:12]([C:17]([OH:19])=O)[CH2:13][CH:14]([CH3:16])[CH3:15])([O:3][CH2:4][C:5]1[CH:10]=[CH:9][CH:8]=[CH:7][CH:6]=1)=[O:2].Cl.CN(C)CCCN=C=NCC.ON1C2C=CC=CC=2N=N1.[C:42]([O:46][C:47](=[O:58])[C@H:48]([CH2:50][C:51]1[CH:56]=[CH:55][C:54]([OH:57])=[CH:53][CH:52]=1)[NH2:49])([CH3:45])([CH3:44])[CH3:43]>C(#N)C>[CH2:4]([O:3][C:1]([NH:11][C@@H:12]([CH2:13][CH:14]([CH3:15])[CH3:16])[C:17]([NH:49][C@@H:48]([CH2:50][C:51]1[CH:56]=[CH:55][C:54]([OH:57])=[CH:53][CH:52]=1)[C:47]([O:46][C:42]([CH3:44])([CH3:43])[CH3:45])=[O:58])=[O:19])=[O:2])[C:5]1[CH:6]=[CH:7][CH:8]=[CH:9][CH:10]=1 |f:1.2|. Reported procedure: To a solution of N-carbobenzyloxy-L-leucine (8.6 g) in acetonitrile (150 ml), under a nitrogen atmosphere, was added 1-(3-dimethylaminopropyl)-3-ethylcarbodiimide hydrochloride (6.83 g) and 1-hydroxybenzotriazole (4.81 g). After stirring for 30 mins at 20° C. L-tyrosine tert-butyl ester (7.7 g) was added and stirring was continued for 18 h. The mixture was concentrated in vacuo to ca. 10 ml and the residue was partitioned between 1M hydrochloric acid (300 ml) and ethyl acetate (150 ml). The laye... Yields the product C(C=C)C1(C(CCCCC1(C)C)(C)C)O (1-Allyl-2,2,7,7-tetramethylcycloheptan-1-ol). Yield: 74.5%. Reactants: [Mg] (Magnesium), C(C=C)Br (allyl bromide), [Br-] (bromide), C(C)OCC (diethyl ether), CC1(C(C(CCCC1)(C)C)=O)C (2,2,7,7-tetramethylcycloheptanone), C(C)OCC (diethyl ether). Procedure: Magnesium (5.37 g, 0.221 moles) was added to 500 ml four-necked flask equipped with a mechanical stirrer, a dropping funnel, a thermometer, a reflux condenser and a nitrogen gas inlet tube, into which nitrogen gas was passed to remove moisture from the flask. Thereafter, a small amount of a mixed solution of ally bromide (1.5 g, 0.0124 moles)/dried diethyl ether (7.5 ml) was dropped while stirring, followed by dropping a mixed solution of allyl bromide (21.29 g, 0.176 moles)/2,2,7,7-tetramethylc... Reaction SMILES: [Mg].[Br-].C(OCC)C.[CH2:8](Br)[CH:9]=[CH2:10].[CH3:12][C:13]1([CH3:23])[CH2:19][CH2:18][CH2:17][CH2:16][C:15]([CH3:21])([CH3:20])[C:14]1=[O:22]>>[CH2:10]([C:14]1([OH:22])[C:15]([CH3:21])([CH3:20])[CH2:16][CH2:17][CH2:18][CH2:19][C:13]1([CH3:23])[CH3:12])[CH:9]=[CH2:8]. Reactants: C1COC2(CCC(CC2)=O)O1 (1,4-cyclohexanedione monoethyleneketal), CCCCCC (n-Hexane), C(CCC)[Li] (n-butyl lithium), BrC1=NC=C(C=C1)Br (2,5-dibromopyridine). The solvent is ClCCl (dichloromethane), C1(=CC=CC=C1)C (toluene). Yields the product BrC=1C=CC(=NC1)C1(CCC2(OCCO2)CC1)O (8-(5-bromopyridin-2-yl)-1,4-dioxaspiro[4,5]decan-8-ol). The yield is 53.7%. RXN SMILES: CCCCCC.C([Li])CCC.Br[C:13]1[CH:18]=[CH:17][C:16]([Br:19])=[CH:15][N:14]=1.[CH2:20]1[O:30][C:23]2([CH2:28][CH2:27][C:26](=[O:29])[CH2:25][CH2:24]2)[O:22][CH2:21]1>C1(C)C=CC=CC=1.ClCCl>[Br:19][C:16]1[CH:17]=[CH:18][C:13]([C:26]2([OH:29])[CH2:27][CH2:28][C:23]3([O:30][CH2:20][CH2:21][O:22]3)[CH2:24][CH2:25]2)=[N:14][CH:15]=1. Procedure details: 1.6M n-Hexane solution of n-butyl lithium (66 ml) was added dropwise to a solution of 2,5-dibromopyridine (23.9 g) in toluene (420 ml) at −78° C., and stirred at the same temperature for an hour. Next, a solution of 1,4-cyclohexanedione monoethyleneketal (15 g) in dichloromethane (60 ml) was added dropwise, and the reaction solution was warmed up to room temperature over 7 hours. After completion of the reaction, a saturated aqueous solution of ammonium chloride and extracted with ethyl acetate ... Starting materials: O=C(O)Cc1ccccc1Br, CC(=O)[O-], CC(=O)[O-], C1CCNC1, [Cu+2]. The product is O=C(O)Cc1ccccc1N1CCCC1. Reaction SMILES: [Br:1][c:2]1[c:3]([CH2:8][C:9](=[O:10])[OH:11])[cH:4][cH:5][cH:6][cH:7]1.[C:17]([O-:18])(=[O:19])[CH3:20].[C:22]([O-:23])(=[O:24])[CH3:25].[CH2:12]1[CH2:13][CH2:14][NH:15][CH2:16]1.[Cu+2:21]>>[c:2]1([N:15]2[CH2:14][CH2:13][CH2:12][CH2:16]2)[c:3]([CH2:8][C:9](=[O:10])[OH:11])[cH:4][cH:5][cH:6][cH:7]1. The yield is 110.6%. Run in C1(=CC=CC=C1)C (toluene), C1(=CC=CC=C1)C (toluene), C1(=CC=CC=C1)C (toluene). Procedure: A 70% aqueous solution of CF3CH2NHNH2 (325 mL, 1.986 mol) (obtained from Aldrich) was extracted with toluene (3×1200 mL). To a solution of the product from step A (600 g, 1.655 mol) in toluene (900 mL) was first added the combined toluene extracts containing the anhydrous 2,2,2-trifluoroethyl hydrazine, followed by acetic acid (121.4 g, 1.986 mol). The reaction mixture was heated at about 70° C. for about 2 hours, then another toluene extraction of 70% aqueous 2,2,2-trifluoroethyl hydrazine (50 ... Yields the product C(C)(C)(C)OC(=O)N1CC2(C(CC1)=NN(C2=O)CC(F)(F)F)CC2=NC=CC=C2 (3-oxo-3a-Pyridin-2-ylmethyl-2-(2,2,2-trifluoro-ethyl)-2,3,3a,4,6,7-hexahydro-pyrazolo[4,3-c]pyridine-5-carboxylic Acid tert-Butyl Ester). Reaction SMILES: [C:1]([CH2:5][NH:6][NH2:7])([F:4])([F:3])[F:2].C([O:10][C:11]([C:13]1([CH2:27][C:28]2[CH:33]=[CH:32][CH:31]=[CH:30][N:29]=2)[C:18](=O)[CH2:17][CH2:16][N:15]([C:20]([O:22][C:23]([CH3:26])([CH3:25])[CH3:24])=[O:21])[CH2:14]1)=O)C.C(O)(=O)C>C1(C)C=CC=CC=1>[C:23]([O:22][C:20]([N:15]1[CH2:16][CH2:17][C:18]2=[N:7][N:6]([CH2:5][C:1]([F:4])([F:3])[F:2])[C:11](=[O:10])[C:13]2([CH2:27][C:28]2[CH:33]=[CH:32][CH:31]=[CH:30][N:29]=2)[CH2:14]1)=[O:21])([CH3:26])([CH3:24])[CH3:25]. Reaction conditions: temperature 70 celsius. Starting materials: FC(CNN)(F)F (2,2,2-trifluoroethyl hydrazine), C(C)(=O)O (acetic acid), aqueous solution, C(F)(F)(F)CNN (CF3CH2NHNH2), C(C)OC(=O)C1(CN(CCC1=O)C(=O)OC(C)(C)C)CC1=NC=CC=C1 (4-oxo-3-Pyridin-2-ylmethyl-piperidine-1,3-dicarboxylic Acid 1-tert-Butyl Ester 3-Ethyl Ester).